Task: describe an organic reaction: reactants, conditions, products, and yield. Dataset: the Open Reaction Database (ORD), a public repository of structured organic reaction records Reported procedure: About equal parts by weight of a dry potassium metasilicate, containing less than 6 mols of water per mol of potassium metasilicate and potassium hydrogen sulfate, are mixed. The mixture is agitated at ambient pressure, the chemical reaction starts in 2 to 5 minutes and considerable heat is produced. The chemical reaction is complete in 1 to 2 hours, thereby producing white granules of a silicic acid compound and potassium sulfate. The mixture is washed with water and filtered to remove the salt... The reactants are [O-][Si](=O)[O-].[K+].[K+] (potassium metasilicate), O (water), [O-][Si](=O)[O-].[K+].[K+] (potassium metasilicate), S(=O)(=O)(O)[O-].[K+] (potassium hydrogen sulfate). The product is [Si](O)(O)(O)O (silicic acid), S(=O)(=O)([O-])[O-].[K+].[K+] (potassium sulfate). Conditions: time 3.5 minute. As a reaction SMILES: [O-:1][Si:2]([O-:4])=[O:3].[K+:5].[K+].O.[S:8]([O-:12])([OH:11])(=[O:10])=[O:9].[K+]>>[Si:2]([OH:9])([OH:4])([OH:1])[OH:3].[S:8]([O-:12])([O-:11])(=[O:10])=[O:9].[K+:5].[K+:5] |f:0.1.2,4.5,7.8.9|. The reactants are C(C)(C)(C)OC(=O)NC1CCN(CC1)C(=O)OCC (4-(tert-Butoxycarbonylamino)-1-carboethoxypiperidine), [OH-].[K+] (KOH). Run in O (water), C(C)O (ethanol), [Cl-].[Na+] (sodium chloride). Conditions: time 8 hour. The product is C(C)(C)(C)OC(=O)NC1CCNCC1 (4-(tert-Butoxycarbonylamino)piperidine). RXN SMILES: [C:1]([O:5][C:6]([NH:8][CH:9]1[CH2:14][CH2:13][N:12](C(OCC)=O)[CH2:11][CH2:10]1)=[O:7])([CH3:4])([CH3:3])[CH3:2].[OH-].[K+]>O.C(O)C.[Cl-].[Na+]>[C:1]([O:5][C:6]([NH:8][CH:9]1[CH2:10][CH2:11][NH:12][CH2:13][CH2:14]1)=[O:7])([CH3:4])([CH3:2])[CH3:3] |f:1.2,5.6|. Reported procedure: 19.91 g (0.073 mol) of the compound from Example 20A are added to a mixture of 32.33 g (0.576 mol) of KOH in 175 ml of water and 175 ml of ethanol and heated to reflux for 4 h. The reaction solution is then stirred at room temperature overnight, diluted with 350 ml of conc. sodium chloride solution and extracted four times with a total of 1500 ml of ethyl acetate. The organic extract is washed four times with 100 ml of sodium chloride solution each time, dried over sodium acetate, concentrated a... Starting materials: CCCCCCCCBr, CO, Sc1nc2ccc(Cl)cc2[nH]1, [Na+], [OH-]. Yields the product CCCCCCCCSc1nc2cc(Cl)ccc2[nH]1. RXN SMILES: [CH2:14]([CH2:15][CH2:16][CH2:17][CH2:18][CH2:19][CH2:20][CH3:21])[Br:22].[CH3:23][OH:24].[Cl:1][c:2]1[cH:3][c:4]2[c:5]([n:6][c:7]([SH:9])[nH:8]2)[cH:10][cH:11]1.[Na+:13].[OH-:12]>>[Cl:1][c:2]1[cH:3][c:4]2[c:5]([nH:6][c:7]([S:9][CH2:14][CH2:15][CH2:16][CH2:17][CH2:18][CH2:19][CH2:20][CH3:21])[n:8]2)[cH:10][cH:11]1. Reactants: O (water), Cl (hydrochloric acid), C1(CC1)C1=C(C=NO1)C(C1=C(C=C(C=C1)SC)OC)=O (5-Cyclopropyl-4-[2-methoxy-4-(methylsulphenyl)benzoyl]-isoxazole), [O-]CC.[Na+] (sodium ethoxide). The solvent is C(C)O (ethanol). Reaction conditions: time 2 hour. Yields the product C(#N)C(C(=O)C1=C(C=C(C=C1)SC)OC)C(=O)C1CC1 (2-cyano-3-cyclopropyl-1-[2-methoxy-4-(methylsulphenyl)phenyl]propan-1,3-dione), COMPOUND 651. Reaction SMILES: [CH:1]1([C:4]2[O:8][N:7]=[CH:6][C:5]=2[C:9](=[O:20])[C:10]2[CH:15]=[CH:14][C:13]([S:16][CH3:17])=[CH:12][C:11]=2[O:18][CH3:19])[CH2:3][CH2:2]1.[O-]CC.[Na+].O.Cl>C(O)C>[C:6]([CH:5]([C:4]([CH:1]1[CH2:2][CH2:3]1)=[O:8])[C:9]([C:10]1[CH:15]=[CH:14][C:13]([S:16][CH3:17])=[CH:12][C:11]=1[O:18][CH3:19])=[O:20])#[N:7] |f:1.2|. Reported procedure: 5-Cyclopropyl-4-[2-methoxy-4-(methylsulphenyl)benzoyl]-isoxazole (1.0 g) was added to a solution of sodium ethoxide in ethanol (prepared from sodium (0.12 g) and ethanol). The mixture was stirred at room temperature for 2 hours, poured into water and acidified to pH 1 by addition of hydrochloric acid. The resultant suspension was extracted with ether, washed with water, dried (MgSO4) and filtered. The filtrate was evaporated to dryness and the residue was triturated with ether and filtered to gi... Reactants: CN(C)C=O, Cc1ccc(S(=O)(=O)OCC(I)=C(I)I)cc1, O=[N+]([O-])c1cc[nH]c1, [Na+], [OH-]. As a reaction SMILES: [CH3:28][N:29]([CH3:30])[CH:31]=[O:32].[I:9][C:10]([CH2:11][O:12][S:13]([c:14]1[cH:15][cH:16][c:17]([CH3:18])[cH:19][cH:20]1)(=[O:21])=[O:22])=[C:23]([I:24])[I:25].[N+:1](=[O:2])([O-:3])[c:4]1[cH:5][nH:6][cH:7][cH:8]1.[Na+:27].[OH-:26]>>[N+:1](=[O:2])([O-:3])[c:4]1[cH:5][n:6]([CH2:11][C:10]([I:9])=[C:23]([I:24])[I:25])[cH:7][cH:8]1. Product: O=[N+]([O-])c1ccn(CC(I)=C(I)I)c1. Reactants: COC1=C(C=C(C=C1)C=1C=NC=C(C(=O)OC)C1)[N+](=O)[O-] (methyl 5-(4-methoxy-3-nitrophenyl)nicotinate), COC1=C(C=C(C=C1)C=1C=NC=C(C(=O)OC)C1)[N+](=O)[O-] (methyl 5-(4-methoxy-3-nitrophenyl)nicotinate). Reagents/catalysts: [C].[Pd] (palladium-carbon). Solvent: C(C)(=O)OCC (ethyl acetate). Run at temperature 50 celsius. The product is NC=1C=C(C=CC1OC)C=1C=NC=C(C(=O)OC)C1 (methyl 5-(3-amino-4-methoxyphenyl)nicotinate). Yield: 81.5%. Reaction SMILES: [CH3:1][O:2][C:3]1[CH:8]=[CH:7][C:6]([C:9]2[CH:10]=[N:11][CH:12]=[C:13]([CH:18]=2)[C:14]([O:16][CH3:17])=[O:15])=[CH:5][C:4]=1[N+:19]([O-])=O>C(OCC)(=O)C.[C].[Pd]>[NH2:19][C:4]1[CH:5]=[C:6]([C:9]2[CH:10]=[N:11][CH:12]=[C:13]([CH:18]=2)[C:14]([O:16][CH3:17])=[O:15])[CH:7]=[CH:8][C:3]=1[O:2][CH3:1] |f:2.3|. Procedure details: 990 mg of the resulting nitro compound was dissolved in 60 ml of ethyl acetate, and 0.3 g of 10% palladium-carbon was added. The nitro compounds was thus catalytically reduced with stirring at 50° C. The catalyst was removed in a customary manner, and the resulting yellow crystals were recrystallized from methylene chloride-ether to give 723 mg (yield 81%) of methyl 5-(3-amino-4-methoxyphenyl)nicotinate as pale yellow needles having a melting point of 98° to 99° C. The reactants are C(C)OC(C1=CC(=C(C=C1)C(C(=O)NCC1=CC(=C(C=C1)F)F)C(C(C)(C)C)=O)[N+](=O)[O-])=O (ethyl4-(1-(3,4-difluorobenzylamino)-4,4-dimethyl-1,3-dioxopentan-2-yl)-3-nitrobenzoate), C(C)OC(C1=CC(=C(C=C1)C(C(=O)NCC1=CC(=C(C=C1)F)F)C(C(C)(C)C)=O)[N+](=O)[O-])=O (ethyl4-(1-(3,4-difluorobenzylamino)-4,4-dimethyl-1,3-dioxopentan-2-yl)-3-nitrobenzoate). Reagents/catalysts: [Zn] (zinc). The solvent is CO (MeOH), [NH4+].[Cl-] (NH4Cl). Conditions: time 0.5 hour. Product: C(C)(C)(C)C=1NC2=CC(=CC=C2C1C(NCC1=CC(=C(C=C1)F)F)=O)C(=O)OCC (Ethyl 2-tert-Butyl-3-(3,4-difluorobenzylcarbamoyl)-1H-indole-6-carboxylate). RXN SMILES: [CH2:1]([O:3][C:4](=[O:33])[C:5]1[CH:10]=[CH:9][C:8]([CH:11]([C:24](=O)[C:25]([CH3:28])([CH3:27])[CH3:26])[C:12]([NH:14][CH2:15][C:16]2[CH:21]=[CH:20][C:19]([F:22])=[C:18]([F:23])[CH:17]=2)=[O:13])=[C:7]([N+:30]([O-])=O)[CH:6]=1)[CH3:2]>CO.[NH4+].[Cl-].[Zn]>[C:25]([C:24]1[NH:30][C:7]2[C:8]([C:11]=1[C:12](=[O:13])[NH:14][CH2:15][C:16]1[CH:21]=[CH:20][C:19]([F:22])=[C:18]([F:23])[CH:17]=1)=[CH:9][CH:10]=[C:5]([C:4]([O:3][CH2:1][CH3:2])=[O:33])[CH:6]=2)([CH3:28])([CH3:27])[CH3:26] |f:2.3|. Procedure details: General Procedure R. To a solution of ethyl4-(1-(3,4-difluorobenzylamino)-4,4-dimethyl-1,3-dioxopentan-2-yl)-3-nitrobenzoate (Compound 114, 91 mg, 0.20 mmol) in MeOH (10 ml) and saturated aqueous NH4Cl (5 ml) was added zinc dust (320 mg, 4.9 mmol). The mixture was stirred at room temperature for 0.5 h, filtered and concentrated. The remaining aqueous suspension was extracted with EtOAc (×3). The combined organic layer was washed with brine, dried over Na2SO4, and concentrated in vacuo. The resid...